This data is from the Open Reaction Database (ORD), a public repository of structured organic reaction records. The task is: describe an organic reaction: reactants, conditions, products, and yield Reactants: O=C1NC2=CC(=CC=C2CC1)OCCCCN1CCN(CC1)C1=C(OCCCC(=O)OC(C)C)C=CC=C1 (Isopropyl 4-(2-(4-(4-(2-oxo-1,2,3,4-tetrahydroquinolin-7-yloxy)butyl)piperazin-1-yl)phenoxy)butanoate), FC(C(=O)O)(F)F (trifluoroacetic acid). Run in C(Cl)Cl (DCM). Run at time 1 hour. The product is N1(CCNCC1)C1=C(OCCCC(=O)OCC)C=CC=C1 (ethyl 4-(2-(piperazin-1-yl)phenoxy)butanoate). As a reaction SMILES: O=C1CCC2C(=CC(OCCCC[N:17]3[CH2:22][CH2:21][N:20]([C:23]4[CH:38]=[CH:37][CH:36]=[CH:35][C:24]=4[O:25][CH2:26][CH2:27][CH2:28][C:29]([O:31][CH:32](C)[CH3:33])=[O:30])[CH2:19][CH2:18]3)=CC=2)N1.FC(F)(F)C(O)=O>C(Cl)Cl>[N:20]1([C:23]2[CH:38]=[CH:37][CH:36]=[CH:35][C:24]=2[O:25][CH2:26][CH2:27][CH2:28][C:29]([O:31][CH2:32][CH3:33])=[O:30])[CH2:19][CH2:18][NH:17][CH2:22][CH2:21]1. Procedure details: To a solution of tert-butyl 4-(2-(4-ethoxy-4-oxobutoxy)phenyl)piperazine-1-carboxylate 13c (0.5 g) in 1 mL DCM was added 1 mL trifluoroacetic acid. The resulting mixture was stirred at rt for 1 h. The color of the reaction mixture darkened and a gas was evolved. The progress of the reaction was monitored by thin layer chromatography (TLC). The reaction mixture was concentrated on rotavapor and the residue was poured onto a mixture of crushed ice and sodium bicarbonate (NaHCO3). The aqueous layer...